From a dataset of the Open Reaction Database (ORD), a public repository of structured organic reaction records. describe an organic reaction: reactants, conditions, products, and yield Starting materials: N1=CC=CC2=CC=CC=C12 (quinoline), CC(CC(C#CC(C)O)O)C\C=C/CCC ((9Z)-7-methyltridec-9-en-3-yne-2,5-diol). Reagents/catalysts: [Pd] (palladium). The solvent is C(C)O (ethanol). Run at time 2 hour. Product: CC(CC(CCC(C)O)O)C\C=C/CCC ((9Z)-7-methyltrideca-9-ene-2,5-diol). The yield is 79.4%. Reaction SMILES: N1C2C(=CC=CC=2)C=CC=1.[CH3:11][CH:12]([CH2:21]/[CH:22]=[CH:23]\[CH2:24][CH2:25][CH3:26])[CH2:13][CH:14]([OH:20])[C:15]#[C:16][CH:17]([OH:19])[CH3:18]>C(O)C.[Pd]>[CH3:11][CH:12]([CH2:21]/[CH:22]=[CH:23]\[CH2:24][CH2:25][CH3:26])[CH2:13][CH:14]([OH:20])[CH2:15][CH2:16][CH:17]([OH:19])[CH3:18]. Reported procedure: At room temp., 550 mg (0.516 mmol) of 10% palladium on barium sulphate and 200 mg (1.55 mmol) of quinoline were added to a stirred solution of 7.60 g (33.9 mmol) of this (9Z)-7-methyltridec-9-en-3-yne-2,5-diol in 170 mL of ethanol. The flask was evacuated and flushed with nitrogen three times, and three times evacuated and flushed with hydrogen. The resulting reaction mixture was then stirred for 2 h under an atmosphere of hydrogen at ambient pressure and temperature, prior to evacuation and ven... Run in COCCOC (1,2-dimethoxyethane), COCCOC (1,2-dimethoxyethane). RXN SMILES: C(OP([CH:9]([F:15])[C:10]([O:12][CH2:13][CH3:14])=[O:11])(OCC)=O)C.[CH3:16][C:17]1([CH3:32])[CH:19](/[CH:20]=C(\Br)/C(OCCC)=O)[CH:18]1[C:29]([OH:31])=[O:30].[H-].[Na+].P(O)(O)([O-])=O.[Na+]>COCCOC>[CH3:16][C:17]1([CH3:32])[CH:19](/[CH:20]=[C:9](/[F:15])\[C:10](=[O:11])[O:12][CH2:13][CH3:14])[CH:18]1[C:29]([OH:31])=[O:30] |f:2.3,4.5|. Reported procedure: A solution of 7.7 g of ethyl diethyl-phosphono-fluoroacetate (prepared by process of Ann. Chem., 1964, p. 6741), 60 ml of 1,2-dimethoxyethane and 4 g of (1R, trans) 2,2-dimethyl-3-formyl-cyclopropane-carboxylic acid was added over 30 minutes at 2° to 10° C. to a suspension of 2.6 g of a 60% sodium hydride in oil suspension and 60 ml of 1,2-dimethoxyethane and the mixture was stirred at 5° C. for 15 minutes, and then at room temperature for 3 hours. The resulting solution was poured into aqueous ... Conditions: temperature 5 celsius, time 15 minute. The product is CC1(C(C1\C=C(/C(OCC)=O)\F)C(=O)O)C (2,2-dimethyl-3(E)-[2-fluoro-3-oxo-3-ethoxypropenyl]-cyclopropane-1-carboxylic acid). Starting materials: C(C)OP(=O)(OCC)C(C(=O)OCC)F (ethyl diethyl-phosphono-fluoroacetate), CC1(C(C1\C=C(\C(=O)OCCC)/Br)C(=O)O)C (2,2-dimethyl-3(Z)-[2-bromo-2-propoxycarbonyl-ethenyl]-cyclopropane-1-carboxylic acid), [H-].[Na+] (sodium hydride), P(=O)([O-])(O)O.[Na+] (monosodium phosphate). Starting materials: C=CCBr, C1CCOC1, [Cl-], [H-], [NH4+], [Na+], C=CCC(O)COC(c1ccccc1)(c1ccccc1)c1ccccc1. Product: C=CCOC(CC=C)COC(c1ccccc1)(c1ccccc1)c1ccccc1. RXN SMILES: [CH2:29]([CH:30]=[CH2:31])[Br:32].[CH2:35]1[O:36][CH2:37][CH2:38][CH2:39]1.[Cl-:33].[H-:1].[NH4+:34].[Na+:2].[c:3]1([C:9]([O:10][CH2:11][CH:12]([CH2:13][CH:14]=[CH2:15])[OH:16])([c:17]2[cH:18][cH:19][cH:20][cH:21][cH:22]2)[c:23]2[cH:24][cH:25][cH:26][cH:27][cH:28]2)[cH:4][cH:5][cH:6][cH:7][cH:8]1>>[c:3]1([C:9]([O:10][CH2:11][CH:12]([CH2:13][CH:14]=[CH2:15])[O:16][CH2:31][CH:30]=[CH2:29])([c:17]2[cH:18][cH:19][cH:20][cH:21][cH:22]2)[c:23]2[cH:24][cH:25][cH:26][cH:27][cH:28]2)[cH:4][cH:5][cH:6][cH:7][cH:8]1.